This data is from the Open Reaction Database (ORD), a public repository of structured organic reaction records. The task is: describe an organic reaction: reactants, conditions, products, and yield Reactants: [OH-].[Na+] (sodium hydroxide), ClC=1C=C(C=CC1)C1=C(C(=NN1C=1C=NC=CC1)C)CC(=O)OC (methyl [5-(3-chlorophenyl)-3-methyl-1-pyridin-3-yl-1H-pyrazol-4-yl]acetate). Solvent: CO (methanol). Run at temperature 20 celsius, time 1 hour. Yields the product ClC=1C=C(C=CC1)C1=C(C(=NN1C=1C=NC=CC1)C)CC(=O)O ([5-(3-Chlorophenyl)-3-methyl-1-pyridin-3-yl-1H-pyrazol-4-yl]acetic acid). RXN SMILES: [OH-].[Na+].[Cl:3][C:4]1[CH:5]=[C:6]([C:10]2[N:14]([C:15]3[CH:16]=[N:17][CH:18]=[CH:19][CH:20]=3)[N:13]=[C:12]([CH3:21])[C:11]=2[CH2:22][C:23]([O:25]C)=[O:24])[CH:7]=[CH:8][CH:9]=1>CO>[Cl:3][C:4]1[CH:5]=[C:6]([C:10]2[N:14]([C:15]3[CH:16]=[N:17][CH:18]=[CH:19][CH:20]=3)[N:13]=[C:12]([CH3:21])[C:11]=2[CH2:22][C:23]([OH:25])=[O:24])[CH:7]=[CH:8][CH:9]=1 |f:0.1|. Procedure: 0.053 g (1.334 mmol) of 2 molar aqueous sodium hydroxide solution was added to 0.114 g (0.334 mmol) of methyl [5-(3-chlorophenyl)-3-methyl-1-pyridin-3-yl-1H-pyrazol-4-yl]acetate (see A1), and the mixture was stirred at 20° C. for 1 h. The methanol formed during the reaction was removed under reduced pressure, and the residue was poured onto a mixture of 10 ml of water and 15 ml of dichloromethane. The aqueous phase was extracted with 15 ml of dichloromethane, acidified with concentrated hydrochl... Reactants: CC(C)O, O=Cc1ccc(O)cc1O, [H][H], O=P(O)(O)O. Yields the product Cc1ccc(O)cc1O. Reaction SMILES: [CH3:18][CH:19]([OH:20])[CH3:21].[CH:1](=[O:2])[c:3]1[cH:4][cH:5][c:6]([OH:7])[cH:8][c:9]1[OH:10].[H:16][H:17].[P:11](=[O:12])([OH:13])([OH:14])[OH:15]>>[CH3:1][c:3]1[cH:4][cH:5][c:6]([OH:7])[cH:8][c:9]1[OH:10]. The reactants are ClC1=CC=C(C=2C(C3=CC=CC=C3C(C12)=O)=O)NC(C1=CC=CC=C1)=O (1-chloro-4-benzoylaminoanthraquinone), ClC1=C(N)C=CC(=C1)[N+](=O)[O-] (2-chloro-4-nitroaniline), C([O-])([O-])=O.[Na+].[Na+] (sodium carbonate), ClC1=C(C=CC=C1)Cl (o-dichlorobenzene). The reagents and catalysts are [Cu]I (copper-(I) iodide). The solvent is C1(=CC=CC=C1)C (toluene), N1=CC=CC=C1 (pyridine). Run at time 7 hour. Product: ClC1=C(NC2=CC=C(C=3C(C4=CC=CC=C4C(C23)=O)=O)NC(C2=CC=CC=C2)=O)C=CC(=C1)[N+](=O)[O-] (1-(2'-chloro-4'-nitroanilino)-4-benzoylaminoanthraquinone). Reaction SMILES: Cl[C:2]1[C:15]2[C:14](=[O:16])[C:13]3[C:8](=[CH:9][CH:10]=[CH:11][CH:12]=3)[C:7](=[O:17])[C:6]=2[C:5]([NH:18][C:19](=[O:26])[C:20]2[CH:25]=[CH:24][CH:23]=[CH:22][CH:21]=2)=[CH:4][CH:3]=1.[Cl:27][C:28]1[CH:34]=[C:33]([N+:35]([O-:37])=[O:36])[CH:32]=[CH:31][C:29]=1[NH2:30].C(=O)([O-])[O-].[Na+].[Na+].ClC1C=CC=CC=1Cl>[Cu]I.C1(C)C=CC=CC=1.N1C=CC=CC=1>[Cl:27][C:28]1[CH:34]=[C:33]([N+:35]([O-:37])=[O:36])[CH:32]=[CH:31][C:29]=1[NH:30][C:2]1[C:15]2[C:14](=[O:16])[C:13]3[C:8](=[CH:9][CH:10]=[CH:11][CH:12]=3)[C:7](=[O:17])[C:6]=2[C:5]([NH:18][C:19](=[O:26])[C:20]2[CH:21]=[CH:22][CH:23]=[CH:24][CH:25]=2)=[CH:4][CH:3]=1 |f:2.3.4|. Procedure details: 36.15 parts of 1-chloro-4-benzoylaminoanthraquinone, 21.6 parts of 2-chloro-4-nitroaniline and 10 parts of sodium carbonate are stirred in 400 parts of o-dichlorobenzene. A solution of 0.4 part of copper-(I) iodide in 5 parts of pyridine, and 25 parts of toluene, are added and the mixture is heated to the boil -- 160° to 165°. The water liberated is distilled off azeotropically and the toluene is recirculated. After a reaction time of 45 minutes, the reaction product begins to precipitate. The m...